describe an organic reaction: reactants, conditions, products, and yield From a dataset of the Open Reaction Database (ORD), a public repository of structured organic reaction records. Starting materials: S1C=CC=C1 (Thiophene), BrBr (Bromine), [Cl-].[Al+3].[Cl-].[Cl-] (Aluminum chloride), C(C(C)C)(=O)Cl (Isobutyryl chloride), [Cl-].[Al+3].[Cl-].[Cl-] (aluminum chloride). Solvent: ClCCl (dichloromethane), ice, ClCCl (dichloromethane). Conditions: temperature 0 celsius, time 30 minute. The product is CC(C(=O)C=1SC=CC1)C (2-Methyl-1-(2-thienyl)-1-propanone). The yield is 125.3%. RXN SMILES: [Cl-].[Al+3].[Cl-].[Cl-].[C:5](Cl)(=[O:9])[CH:6]([CH3:8])[CH3:7].[S:11]1[CH:15]=[CH:14][CH:13]=[CH:12]1.BrBr>ClCCl>[CH3:7][CH:6]([CH3:8])[C:5]([C:12]1[S:11][CH:15]=[CH:14][CH:13]=1)=[O:9] |f:0.1.2.3|. Reported procedure: Aluminum chloride (4.75 g, 35.7 mmol, 3 eq) was diluted in ice cold dichloromethane (30 mL). Isobutyryl chloride (4 mL, 38 mmol, 3.2 eq) in dichloromethane (30 mL) was added to the aluminum chloride suspension at 0° C., and the mixture was stirred at 0° C. for 30 minutes. Thiophene (1 g, 11.9 mmol) was added as a solution in dichloromethane (30 mL) over 10 minutes. The reaction was stirred at 0° C. for 30 minutes, then at rt for 1 h. Bromine (0.65 mL, 12.6 mmol, 1.1 eq) was added dropwise at 0° ... The reactants are C(C)(=O)OC(C)=O (acetic anhydride), O1CCCC1 (tetrahydrofuran), CC1=NC=C(C(=C1O)CS)C=C (2-methyl-3-hydroxy-4-mercaptomethyl-5-vinylpyridine), O1CCCC1 (tetrahydrofuran). Run at time 1 hour. The product is CC1=NC=C(C(=C1OC(C)=O)CSC(C)=O)C=C (2-methyl-3-acetoxy-4-acetylthiomethyl-5-vinylpyridine). As a reaction SMILES: [C:1](OC(=O)C)(=[O:3])[CH3:2].[CH3:8][C:9]1[C:14]([OH:15])=[C:13]([CH2:16][SH:17])[C:12]([CH:18]=[CH2:19])=[CH:11][N:10]=1.[O:20]1CC[CH2:22][CH2:21]1>>[CH3:8][C:9]1[C:14]([O:15][C:1](=[O:3])[CH3:2])=[C:13]([CH2:16][S:17][C:21](=[O:20])[CH3:22])[C:12]([CH:18]=[CH2:19])=[CH:11][N:10]=1. Procedure: A mixture of 680 mg. of acetic anhydride and 10 ml. of tetrahydrofuran was added slowly to 653 mg. of 2-methyl-3-hydroxy-4-mercaptomethyl-5-vinylpyridine in 20 ml. of tetrahydrofuran at 10° C. After stirring for one hour at room temperature, the mixture was evaporated to dryness. The residue was triturated with a mixture of 20 ml. of ethyl acetate and 20 ml. of water. The ethyl acetate was separated, dried over magnesium sulfate, and evaporated to dryness. The residue was recrystallized from cyc... Reactants: O[C@H]1C[C@@H]([C@H](N(C1)C(=O)OC)C(=O)N1CCN(CC1)C1=CC=CC=C1)C(=O)OC (dimethyl(2S,3S,5S)-5-hydroxy-2-[(4-phenylpiperazin-1-yl)carbonyl]piperidine-1,3-dicarboxylate), C(Cl)Cl (methylene chloride), C1=CN(C=N1)C(=O)N2C=CN=C2 (N,N-carbonyldiimidazole), resultant mixture, N1[C@H](CO)CCC1 (L-prolinol). Conditions: time 2 hour. Yields the product OC[C@H]1N(CCC1)C(=O)O[C@H]1C[C@@H]([C@H](N(C1)C(=O)OC)C(=O)N1CCN(CC1)C1=CC=CC=C1)C(=O)OC (dimethyl(2S,3S,5S)-5-([(2S)-2-(hydroxymethyl)pyrrolidin-1-yl]carbonyloxy)-2-[(4-phenylpiperazin-1-yl)carbonyl]piperidine-1,3-dicarboxylate). RXN SMILES: [OH:1][C@@H:2]1[CH2:7][N:6]([C:8]([O:10][CH3:11])=[O:9])[C@H:5]([C:12]([N:14]2[CH2:19][CH2:18][N:17]([C:20]3[CH:25]=[CH:24][CH:23]=[CH:22][CH:21]=3)[CH2:16][CH2:15]2)=[O:13])[C@@H:4]([C:26]([O:28][CH3:29])=[O:27])[CH2:3]1.C(Cl)Cl.C1N=CN([C:38](N2C=NC=C2)=[O:39])C=1.[NH:45]1[CH2:51][CH2:50][CH2:49][C@H:46]1[CH2:47][OH:48]>>[OH:48][CH2:47][C@@H:46]1[CH2:49][CH2:50][CH2:51][N:45]1[C:38]([O:1][C@@H:2]1[CH2:7][N:6]([C:8]([O:10][CH3:11])=[O:9])[C@H:5]([C:12]([N:14]2[CH2:19][CH2:18][N:17]([C:20]3[CH:25]=[CH:24][CH:23]=[CH:22][CH:21]=3)[CH2:16][CH2:15]2)=[O:13])[C@@H:4]([C:26]([O:28][CH3:29])=[O:27])[CH2:3]1)=[O:39]. Procedure details: To a solution of dimethyl(2S,3S,5S)-5-hydroxy-2-[(4-phenylpiperazin-1-yl)carbonyl]piperidine-1,3-dicarboxylate (0.050 g, 0.00012 mol) in methylene chloride (1.00 mL, 0.0156 mol) was added N,N-carbonyldiimidazole (0.024 g, 0.0001480 mol). The reaction was stirred at rt for 2 h. To the resultant mixture was added L-prolinol (0.01704 mL, 0.0001726 mol) and the reaction was stirred at rt overnight. The mixture was concentrated to dry in vacuo and used directly in next step. MS (ESI): (M+H)+=533.2. Reactants: C=1C=2N(C=CN1)C=CC2 (pyrrolo[1,2-a]pyrazine), [OH-].[Na+] (sodium hydroxide), S(O)(O)(=O)=O.[N+](=O)(O)[O-] (sulfuric acid nitric acid), ice water. Solvent: C(C)(=O)O (acetic acid). Reaction conditions: time 30 minute. The product is [N+](=O)([O-])C=1C=CN2C1C=NC=C2 (8-nitropyrrolo[1,2-a]pyrazine). RXN SMILES: [CH:1]1[C:2]2[N:3]([CH:7]=[CH:8][CH:9]=2)[CH:4]=[CH:5][N:6]=1.S(=O)(=O)(O)O.[N+:15]([O-])([OH:17])=[O:16].[OH-].[Na+]>C(O)(=O)C>[N+:15]([C:9]1[CH:8]=[CH:7][N:3]2[CH:4]=[CH:5][N:6]=[CH:1][C:2]=12)([O-:17])=[O:16] |f:1.2,3.4|. Procedure: 5.5 g of pyrrolo[1,2-a]pyrazine prepared in Preparation Example 1 was dissolved in 10 ml of glacial acetic acid; and to the resulting mixture was added dropwise a mixture of sulfuric acid/nitric acid (15 ml/15 ml) at 0° C. The reaction mixture was stirred at room temperature for 30 minutes, poured into 200 ml of ice-water, and then adjusted to pH 10 with sodium hydroxide solution. The resulting solution was extracted with ethyl acetate (100 ml×3), and concentrated to dryness to obtain 4.3 g of t... Yields the product N1N=CC2=CC(=CC=C12)C(=O)OCC (Ethyl 1H-indazole-5-carboxylate). Procedure: The resulting ethyl 1-acetyl-1H-indazole-5-carboxylate was stirred in a mixture of concentrated hydrochloric acid (15 ml), water (15 ml) and ethanol (30 ml) for 15 hours at a room temperature. The resulting mixture was rendered faintly alkaline with a 25% ammonia water. The faintly alkalified mixture was subjected to extraction with chloroform. The extract was crystallized from n-hexane, and then the resulting crystal was separated by filtration and dried to give the title compound (6.45 g, 48%)... Reactants: O.N (ammonia water), C(C)(=O)N1N=CC2=CC(=CC=C12)C(=O)OCC (ethyl 1-acetyl-1H-indazole-5-carboxylate), Cl (hydrochloric acid), O (water). Reaction SMILES: C([N:4]1[C:12]2[C:7](=[CH:8][C:9]([C:13]([O:15][CH2:16][CH3:17])=[O:14])=[CH:10][CH:11]=2)[CH:6]=[N:5]1)(=O)C.Cl.O.O.N>C(O)C>[NH:4]1[C:12]2[C:7](=[CH:8][C:9]([C:13]([O:15][CH2:16][CH3:17])=[O:14])=[CH:10][CH:11]=2)[CH:6]=[N:5]1 |f:3.4|. Yield: 48.0%. Solvent: C(C)O (ethanol).